This data is from the Open Reaction Database (ORD), a public repository of structured organic reaction records. The task is: describe an organic reaction: reactants, conditions, products, and yield Reactants: CN(C)C=O, O=[N+]([O-])c1cccnc1Cl, CN1CCCC(c2cccc3ccc(N)cc23)C1, Cc1cc(C)nc(C)c1. Product: CN1CCCC(c2cccc3ccc(Nc4ncccc4[N+](=O)[O-])cc23)C1. As a reaction SMILES: [CH3:38][N:39]([CH3:40])[CH:41]=[O:42].[Cl:19][c:20]1[n:21][cH:22][cH:23][cH:24][c:25]1[N+:26](=[O:27])[O-:28].[NH2:1][c:2]1[cH:3][cH:4][c:5]2[cH:6][cH:7][cH:8][c:9]([CH:12]3[CH2:13][N:14]([CH3:18])[CH2:15][CH2:16][CH2:17]3)[c:10]2[cH:11]1.[n:29]1[c:30]([CH3:31])[cH:32][c:33]([CH3:34])[cH:35][c:36]1[CH3:37]>>[NH:1]([c:2]1[cH:3][cH:4][c:5]2[cH:6][cH:7][cH:8][c:9]([CH:12]3[CH2:13][N:14]([CH3:18])[CH2:15][CH2:16][CH2:17]3)[c:10]2[cH:11]1)[c:20]1[n:21][cH:22][cH:23][cH:24][c:25]1[N+:26](=[O:27])[O-:28]. The reactants are C[Si](C)(C)[N-][Si](C)(C)C.[Li+] (lithium bis(trimethylsilyl)amide), C(C)(=O)O (acetic acid), CC1C=2N(CCCC1)C(C=C(N2)C2=NC=NC=C2)=O ((+/−)10-methyl-2-pyrimidin -4-yl-7,8,9,10-tetrahydro-6H-pyrimido[1,2-a]azepin-4-one), C(C)(C)C1=C(C(=CC(=C1)C(C)C)C(C)C)S(=O)(=O)N=[N+]=[N-] (2,4,6-triisopropylbenzene -sulfonyl azide). Solvent: O1CCCC1 (tetrahydrofuran), O1CCCC1.CN1C(N(CCC1)C)=O (tetrahydrofuran dimethyltetrahydropyrimidinone), C(C)(=O)OCC (ethyl acetate). Run at temperature -78 celsius, time 5 minute. The product is N(=[N+]=[N-])C1(C=2N(CCCC1)C(C=C(N2)C2=NC=NC=C2)=O)C (10-azido-1 0-methyl-2-pyrimidin-4-yl-7,8,9,10-tetrahydro-6H-pyrimido[1,2-a]azepin-4-one). As a reaction SMILES: [CH3:1][CH:2]1[CH2:8][CH2:7][CH2:6][CH2:5][N:4]2[C:9](=[O:19])[CH:10]=[C:11]([C:13]3[CH:18]=[CH:17][N:16]=[CH:15][N:14]=3)[N:12]=[C:3]12.C[Si]([N-][Si](C)(C)C)(C)C.[Li+].C(C1C=C(C(C)C)C=C(C(C)C)C=1S([N:48]=[N+:49]=[N-:50])(=O)=O)(C)C.C(O)(=O)C>O1CCCC1.C(OCC)(=O)C.O1CCCC1.CN1CCCN(C)C1=O>[N:48]([C:2]1([CH3:1])[CH2:8][CH2:7][CH2:6][CH2:5][N:4]2[C:9](=[O:19])[CH:10]=[C:11]([C:13]3[CH:18]=[CH:17][N:16]=[CH:15][N:14]=3)[N:12]=[C:3]12)=[N+:49]=[N-:50] |f:1.2,7.8|. Procedure details: To a solution of 10.0 g (39.0 mmol) (+/−)10-methyl-2-pyrimidin -4-yl-7,8,9,10-tetrahydro-6H-pyrimido[1,2-a]azepin-4-one in a mixture of dry tetrahydrofuran/dimethyltetrahydropyrimidinone (150/20 mL) under argon at −78° C. was added 81.9 mL (81.9 mmol) of lithium bis(trimethylsilyl)amide (1M in tetrahydrofuran). The solution was stirred at −78° C. for 5 min. The solution was warmed to 0° C. by changing the cold bath and 13.3 g (42.9 mmol) of 2,4,6-triisopropylbenzene -sulfonyl azide in 30 mL of d... Starting materials: ClC1=CC=C(C2=CC=CC=C12)OC(C(=O)NNC(=O)OC(C)(C)C)(C)C (Tert-butyl 2-{2-[(4-chloro-1-naphthyl)oxy]-2-methylpropanoyl}hydrazinecarboxylate), C(C)(=O)OCC.Cl (hydrogen chloride-ethyl acetate). The solvent is C(C)(=O)OCC (ethyl acetate). Run at time 8 hour. The product is Cl.ClC1=CC=C(C2=CC=CC=C12)OC(C(=O)NN)(C)C (2-[(4-chloro-1-naphthyl)oxy]-2-methylpropanohydrazide monohydrochloride). The yield is 166.4%. As a reaction SMILES: [Cl:1][C:2]1[C:11]2[C:6](=[CH:7][CH:8]=[CH:9][CH:10]=2)[C:5]([O:12][C:13]([CH3:26])([CH3:25])[C:14]([NH:16][NH:17]C(OC(C)(C)C)=O)=[O:15])=[CH:4][CH:3]=1.C(OCC)(=O)C.Cl>C(OCC)(=O)C>[ClH:1].[Cl:1][C:2]1[C:11]2[C:6](=[CH:7][CH:8]=[CH:9][CH:10]=2)[C:5]([O:12][C:13]([CH3:26])([CH3:25])[C:14]([NH:16][NH2:17])=[O:15])=[CH:4][CH:3]=1 |f:1.2,4.5|. Procedure: Tert-butyl 2-{2-[(4-chloro-1-naphthyl)oxy]-2-methylpropanoyl}hydrazinecarboxylate (6.11 g) was dissolved in ethyl acetate (40 ml), 4M hydrogen chloride-ethyl acetate (20 ml) was added thereto, followed by stirring at room temperature for 8 hours. The solvent was evaporated under reduced pressure and the residue was washed with diisopropylether to obtain, as a white solid, 2-[(4-chloro-1-naphthyl)oxy]-2-methylpropanohydrazide monohydrochloride (4.23 g).